From a dataset of the Open Reaction Database (ORD), a public repository of structured organic reaction records. describe an organic reaction: reactants, conditions, products, and yield The reactants are C(C)(C)(C)OC(=O)N1C(=C(C2=NC=CC=C21)C2=CC=C(C=C2)F)C2=CC=NC=C2 (1-tert-butoxycarbonyl-3-(4-fluorophenyl)-2-(pyridin-4-yl)-pyrrolo[3,2-b]pyridine), CSSC (dimethyldisulfide), CC1(NC(CCC1)(C)C)C (2,2,6,6-Tetramethylpiperidine), C(CCC)[Li] (n-butyllithium). Solvent: O1CCCC1 (tetrahydrofuran), O1CCCC1 (tetrahydrofuran). Reaction conditions: temperature -78 celsius, time 1 hour. The product is C(C)(C)(C)OC(=O)N1C(=C(C2=NC=CC(=C21)SC)C2=CC=C(C=C2)F)C2=CC=NC=C2 (1-tert-butoxycarbonyl-3-(4-fluorophenyl)-7-methylthio-2-(pyridin-4-yl)-pyrrolo[3,2-b]pyridine). Reaction SMILES: CC1(C)CCCC(C)(C)N1.C([Li])CCC.[C:16]([O:20][C:21]([N:23]1[C:31]2[C:26](=[N:27][CH:28]=[CH:29][CH:30]=2)[C:25]([C:32]2[CH:37]=[CH:36][C:35]([F:38])=[CH:34][CH:33]=2)=[C:24]1[C:39]1[CH:44]=[CH:43][N:42]=[CH:41][CH:40]=1)=[O:22])([CH3:19])([CH3:18])[CH3:17].[CH3:45][S:46]SC>O1CCCC1>[C:16]([O:20][C:21]([N:23]1[C:31]2[C:26](=[N:27][CH:28]=[CH:29][C:30]=2[S:46][CH3:45])[C:25]([C:32]2[CH:37]=[CH:36][C:35]([F:38])=[CH:34][CH:33]=2)=[C:24]1[C:39]1[CH:44]=[CH:43][N:42]=[CH:41][CH:40]=1)=[O:22])([CH3:19])([CH3:17])[CH3:18]. Procedure: 2,2,6,6-Tetramethylpiperidine (1.76 ml, 10.40 mmol) was dissolved in tetrahydrofuran (39 ml) and placed under an atmosphere of nitrogen. The solution was cooled to −78° C. and n-butyllithium (3.96 ml, 9.91 mmol, 2.5 M solution of in hexanes) was added at such a rate that the internal temperature did not exceed −70° C. The reaction mixture was warmed to −10° C. for 30 min., then re-cooled to −78° C. A solution of 1-tert-butoxycarbonyl-3-(4-fluorophenyl)-2-(pyridin-4-yl)-pyrrolo[3,2-b]pyridine (0.... Reaction SMILES: [CH3:1][O:2][C:3]([CH:5]1[CH2:9][CH:8]([NH2:10])[CH2:7][N:6]1[C:11]([O:13][C:14]([CH3:17])([CH3:16])[CH3:15])=[O:12])=[O:4].[CH:18](=O)[C:19]1[CH:24]=[CH:23][CH:22]=[CH:21][CH:20]=1.[BH-](OC(C)=O)(OC(C)=O)OC(C)=O.[Na+]>C(Cl)Cl.CC(O)=O>[CH3:1][O:2][C:3]([CH:5]1[CH2:9][CH:8]([NH:10][CH2:18][C:19]2[CH:24]=[CH:23][CH:22]=[CH:21][CH:20]=2)[CH2:7][N:6]1[C:11]([O:13][C:14]([CH3:17])([CH3:16])[CH3:15])=[O:12])=[O:4] |f:2.3|. Run at time 8 hour. Product: COC(=O)C1N(CC(C1)NCC1=CC=CC=C1)C(=O)OC(C)(C)C (4-(benzylamino)-pyrrolidine-1,2-dicarboxylic acid 1-tert-butyl ester 2-methyl ester), ( 33 ). Run in C(Cl)Cl (DCM), C(Cl)Cl (DCM). Reagents/catalysts: CC(=O)O (HOAc). Procedure details: To a solution of 4-amino-pyrrolidine-1,2-dicarboxylic acid 1-tert-butyl ester 2-methyl ester, dissolved in DCM and cooled to 0 centigrade is added a corresponding benzaldehyde, then NaBH(OAc)3 and 5 drops of HOAc. The mixture is warmed to room temperature and stirred overnight. The mixture is diluted with DCM, washed with brine, and dried. After removal of solvent, the crude 4-(benzylamino)-pyrrolidine-1,2-dicarboxylic acid 1-tert-butyl ester 2-methyl ester is obtained (33) and used for the next... Starting materials: COC(=O)C1N(CC(C1)N)C(=O)OC(C)(C)C (4-amino-pyrrolidine-1,2-dicarboxylic acid 1-tert-butyl ester 2-methyl ester), [BH-](OC(=O)C)(OC(=O)C)OC(=O)C.[Na+] (NaBH(OAc)3), C(C1=CC=CC=C1)=O (benzaldehyde). Reactants: Cl[C@@H]1C[C@H]([C@@H]([C@H]1CCCCCCC(=O)OCCC)CO)OC1OCCCC1 (Propyl 7-((1R,2S,3R,5R)-5-chloro-2-(hydroxymethyl)-3-(tetrahydro-2H-pyran-2-yloxy)cyclopentyl)heptanoate), C=1C=C[NH+]=CC1.[O-][Cr](=O)(=O)Cl (PCC), C(C)(=O)[O-].[Na+] (sodium acetate). Solvent: ClCCl (dichloromethane), C(Cl)Cl (DCM). Yields the product Cl[C@@H]1C[C@H]([C@@H]([C@H]1CCCCCCC(=O)OCCC)C=O)OC1OCCCC1 (Propyl 7-((1R,2R,3R,5R)-5-chloro-2-formyl-3-(tetrahydro-2H-pyran-2-yloxy)cyclopentyl)heptanoate). Yield: 54.5%. As a reaction SMILES: [Cl:1][C@H:2]1[C@H:6]([CH2:7][CH2:8][CH2:9][CH2:10][CH2:11][CH2:12][C:13]([O:15][CH2:16][CH2:17][CH3:18])=[O:14])[C@@H:5]([CH2:19][OH:20])[C@H:4]([O:21][CH:22]2[CH2:27][CH2:26][CH2:25][CH2:24][O:23]2)[CH2:3]1.C1C=C[NH+]=CC=1.[O-][Cr](Cl)(=O)=O.C([O-])(=O)C.[Na+]>ClCCl>[Cl:1][C@H:2]1[C@H:6]([CH2:7][CH2:8][CH2:9][CH2:10][CH2:11][CH2:12][C:13]([O:15][CH2:16][CH2:17][CH3:18])=[O:14])[C@@H:5]([CH:19]=[O:20])[C@H:4]([O:21][CH:22]2[CH2:27][CH2:26][CH2:25][CH2:24][O:23]2)[CH2:3]1 |f:1.2,3.4|. Procedure: A solution of 700 mg (1.73 mmol) of alcohol 11 in 4 mL of dichloromethane was added via pipette to a mixture of PCC (700 mg, 3.23 mmol), sodium acetate (350 mg, 4.26 mmol), and Celite (1.3 g) in 7 mL of DCM. The pipette was rinsed with an additional 3 mL of DCM to complete the transfer. The mixture was stirred sealed at 30° C. for 1.5 h. The mixture was worked up by filtration through 20 g of silica gel and washed with 200 mL of 1:4 EA:hexanes. The filtrate was concentrated in vacuo to yield 500... Starting materials: CC(=O)O, COC(=O)c1ccc2c(c1)OCCO2, O=[N+]([O-])O. Yields the product COC(=O)c1cc2c(cc1[N+](=O)[O-])OCCO2. As a reaction SMILES: [C:19]([OH:20])(=[O:21])[CH3:22].[CH3:5][O:6][C:7](=[O:8])[c:9]1[cH:10][c:11]2[c:12]([cH:17][cH:18]1)[O:13][CH2:14][CH2:15][O:16]2.[OH:1][N+:2]([O-:3])=[O:4]>>[O-:1][N+:2](=[O:4])[c:18]1[c:9]([C:7]([O:6][CH3:5])=[O:8])[cH:10][c:11]2[c:12]([cH:17]1)[O:13][CH2:14][CH2:15][O:16]2. Reaction SMILES: [Br:6][c:7]1[n:8][c:9]([O:21][CH2:22][CH3:23])[n:10]([CH2:13][O:14][CH2:15][CH2:16][Si:17]([CH3:18])([CH3:19])[CH3:20])[c:11]1[Br:12].[CH2:1]([Li:2])[CH2:3][CH2:4][CH3:5].[CH2:42]1[O:43][CH2:44][CH2:45][CH2:46]1.[CH3:24][N:25]([CH3:26])[CH2:27][CH2:28][N:29]([CH3:30])[CH3:31].[Cl-:40].[Cl:32][C:33]([C:34]([Cl:35])([Cl:36])[Cl:37])([Cl:38])[Cl:39].[NH4+:41]>>[Br:6][c:7]1[n:8][c:9]([O:21][CH2:22][CH3:23])[n:10]([CH2:13][O:14][CH2:15][CH2:16][Si:17]([CH3:18])([CH3:19])[CH3:20])[c:11]1[Cl:32]. Product: CCOc1nc(Br)c(Cl)n1COCC[Si](C)(C)C. The reactants are CCOc1nc(Br)c(Br)n1COCC[Si](C)(C)C, [Li]CCCC, C1CCOC1, CN(C)CCN(C)C, [Cl-], ClC(Cl)(Cl)C(Cl)(Cl)Cl, [NH4+]. Reactants: O (water), C(C1=CC=CC=C1)N1C(C2=CC=C(C=C2C(=C1)C(=O)OC)C1=C(C=CC(=C1)C(NC1CC1)=O)C)=O (2-Benzyl-6-(5-(cyclopropylcarbamoyl)-2-methylphenyl)-1-oxo-1,2-dihydroisoquinoline-4-carboxylic acid, methyl ester), [OH-].[Na+] (sodium hydroxide), C(C)(=O)O (acetic acid). Run in CO (methanol). Conditions: temperature 50 celsius. The product is C(C1=CC=CC=C1)N1C(C2=CC=C(C=C2C(=C1)C(=O)O)C1=C(C=CC(=C1)C(NC1CC1)=O)C)=O (2-Benzyl-6-(5-(cyclopropylcarbamoyl)-2-methylphenyl)-1-oxo-1,2-dihydroisoquinoline-4-carboxylic acid). As a reaction SMILES: [CH2:1]([N:8]1[CH:17]=[C:16]([C:18]([O:20]C)=[O:19])[C:15]2[C:10](=[CH:11][CH:12]=[C:13]([C:22]3[CH:27]=[C:26]([C:28](=[O:33])[NH:29][CH:30]4[CH2:32][CH2:31]4)[CH:25]=[CH:24][C:23]=3[CH3:34])[CH:14]=2)[C:9]1=[O:35])[C:2]1[CH:7]=[CH:6][CH:5]=[CH:4][CH:3]=1.[OH-].[Na+].C(O)(=O)C.O>CO>[CH2:1]([N:8]1[CH:17]=[C:16]([C:18]([OH:20])=[O:19])[C:15]2[C:10](=[CH:11][CH:12]=[C:13]([C:22]3[CH:27]=[C:26]([C:28](=[O:33])[NH:29][CH:30]4[CH2:31][CH2:32]4)[CH:25]=[CH:24][C:23]=3[CH3:34])[CH:14]=2)[C:9]1=[O:35])[C:2]1[CH:7]=[CH:6][CH:5]=[CH:4][CH:3]=1 |f:1.2|. Procedure: A mixture of the product of step ii) (0.88 g) and 5N sodium hydroxide (2.3 mL) in methanol (20 mL) was heated at 50° C. for 2 hours and then allowed to cool to room temperature. The reaction mixture was treated with glacial acetic acid (1 mL) and then water (20 mL). The precipitate was collected by filtration, washed with water and dried under vacuum to afford the sub-title compound (0.77 g). The solvent is C(C)#N (acetonitrile). Starting materials: N12C[C@@H](C(CC1)CC2)OC([C@H](NC2=CC=CC=C2)C2=CC=CC=C2)=O ((R)-phenyl-phenylamino-acetic acid (R)-(1-aza-bicyclo[2.2.2]oct-3-yl)ester), BrCC(=O)C1=C(C=C(C=C1)F)F (2-bromo-1-(2,4-difluoro-phenyl)-ethanone). Yield: 43.5%. Procedure details: To a solution of (R)-phenyl-phenylamino-acetic acid (R)-(1-aza-bicyclo[2.2.2]oct-3-yl)ester (Diastereoisomer 1 of C2) (50 mg, 0.15 mmol) in acetonitrile (1 mL), is added 2-bromo-1-(2,4-difluoro-phenyl)-ethanone (35 mg, 0.15 mmol) and the mixture reacted in a closed vessel under MW irradiation for 1 hour at 100° C. (UPLC-MS monitoring: complete conversion). The solvent is evaporated and the resulting crude is purified by flash chromatography (DCM/MeOH=95/5) to obtain the title compound as a white... As a reaction SMILES: [N:1]12[CH2:8][CH2:7][CH:4]([CH2:5][CH2:6]1)[C@@H:3]([O:9][C:10](=[O:25])[C@@H:11]([C:19]1[CH:24]=[CH:23][CH:22]=[CH:21][CH:20]=1)[NH:12][C:13]1[CH:18]=[CH:17][CH:16]=[CH:15][CH:14]=1)[CH2:2]2.[Br:26][CH2:27][C:28]([C:30]1[CH:35]=[CH:34][C:33]([F:36])=[CH:32][C:31]=1[F:37])=[O:29]>C(#N)C>[Br-:26].[F:37][C:31]1[CH:32]=[C:33]([F:36])[CH:34]=[CH:35][C:30]=1[C:28](=[O:29])[CH2:27][N+:1]12[CH2:6][CH2:5][CH:4]([CH2:7][CH2:8]1)[C@@H:3]([O:9][C:10](=[O:25])[CH:11]([C:19]1[CH:24]=[CH:23][CH:22]=[CH:21][CH:20]=1)[NH:12][C:13]1[CH:18]=[CH:17][CH:16]=[CH:15][CH:14]=1)[CH2:2]2 |f:3.4|. The product is [Br-].FC1=C(C=CC(=C1)F)C(C[N+]12C[C@@H](C(CC1)CC2)OC(C(NC2=CC=CC=C2)C2=CC=CC=C2)=O)=O ((R)-1-[2-(2,4-difluoro-phenyl)-2-oxo-ethyl]-3-(2-phenyl-2-phenylamino-acetoxy)-1-azonia-bicyclo[2.2.2]octane bromide).